Dataset: the Open Reaction Database (ORD), a public repository of structured organic reaction records. Task: describe an organic reaction: reactants, conditions, products, and yield The reactants are COCCN, CCO, Cc1ccc(-c2nc(Cl)cc(Cl)n2)cc1. Product: COCCNc1cc(Cl)nc(-c2ccc(C)cc2)n1. Reaction SMILES: [CH3:16][O:17][CH2:18][CH2:19][NH2:20].[CH3:21][CH2:22][OH:23].[Cl:1][c:2]1[n:3][c:4](-[c:9]2[cH:10][cH:11][c:12]([CH3:15])[cH:13][cH:14]2)[n:5][c:6]([Cl:8])[cH:7]1>>[c:2]1([NH:20][CH2:19][CH2:18][O:17][CH3:16])[n:3][c:4](-[c:9]2[cH:10][cH:11][c:12]([CH3:15])[cH:13][cH:14]2)[n:5][c:6]([Cl:8])[cH:7]1.